Dataset: the Open Reaction Database (ORD), a public repository of structured organic reaction records. Task: describe an organic reaction: reactants, conditions, products, and yield The reactants are O=C([O-])[O-], Cc1cc(C)cc(CC(N)c2cccc(C)c2C)c1, ClC(Cl)Cl, S=C(Cl)Cl, ClCCl, [K+], [K+], O. The product is Cc1cc(C)cc(CC(N=C=S)c2cccc(C)c2C)c1. RXN SMILES: [C:5](=[O:6])([O-:7])[O-:8].[CH3:11][c:12]1[cH:13][c:14]([CH2:19][CH:20]([c:21]2[c:22]([CH3:28])[c:23]([CH3:27])[cH:24][cH:25][cH:26]2)[NH2:29])[cH:15][c:16]([CH3:18])[cH:17]1.[CH:33]([Cl:34])([Cl:35])[Cl:36].[Cl:1][C:2]([Cl:3])=[S:4].[Cl:30][CH2:31][Cl:32].[K+:10].[K+:9].[OH2:37]>>[C:2](=[S:4])=[N:29][CH:20]([CH2:19][c:14]1[cH:13][c:12]([CH3:11])[cH:17][c:16]([CH3:18])[cH:15]1)[c:21]1[c:22]([CH3:28])[c:23]([CH3:27])[cH:24][cH:25][cH:26]1. Starting materials: C1(CCCCC1)N=C=NC1CCCCC1 (dicyclohexylcarbodiimide), C1=CC=C(C(=C1)C(=C2C=C(C(=O)C(=C2)I)I)C3=CC(=C(C(=C3)I)[O-])I)C(=O)[O-].[Na+].[Na+].[N+](=O)([O-])C=1C=C(C[C@H](N)C(=O)O)C=CC1 (TIPPS 3-nitro-(L)-phenylalanine), C(C)OC(=O)N1CCNCC1 (ethyloxycarbonylpiperazine), ON1N=NC2=C1C=CC=C2 (1-hydroxybenzotriazole). Solvent: CN(C)C=O (DMF), CN(C)C=O (DMF). Conditions: temperature 10 celsius, time 8 hour. Yields the product C1=CC=C(C(=C1)C(=C2C=C(C(=O)C(=C2)I)I)C3=CC(=C(C(=C3)I)[O-])I)C(=O)[O-].[Na+].[Na+].C(C)OC(=O)N1CCN(CC1)C([C@@H](N)CC1=CC(=CC=C1)[N+](=O)[O-])=O (TIPPS 3-nitro-(L)-phenylalanine-4-ethoxycarbonylpiperazide). As a reaction SMILES: [CH:1]1[CH:6]=[C:5]([C:7]([C:17]2[CH:22]=[C:21]([I:23])[C:20]([O-:24])=[C:19]([I:25])[CH:18]=2)=[C:8]2[CH:14]=[C:13]([I:15])[C:11](=[O:12])[C:10]([I:16])=[CH:9]2)[C:4]([C:26]([O-:28])=[O:27])=[CH:3][CH:2]=1.[Na+:29].[Na+].[N+:31]([C:34]1[CH:35]=[C:36]([CH:43]=[CH:44][CH:45]=1)[CH2:37][C@@H:38]([C:40]([OH:42])=O)[NH2:39])([O-:33])=[O:32].[CH2:46]([O:48][C:49]([N:51]1[CH2:56][CH2:55][NH:54][CH2:53][CH2:52]1)=[O:50])[CH3:47].ON1C2C=CC=CC=2N=N1.C1(N=C=NC2CCCCC2)CCCCC1>CN(C=O)C>[CH:1]1[CH:6]=[C:5]([C:7]([C:8]2[CH:9]=[C:10]([I:16])[C:11]([O-:12])=[C:13]([I:15])[CH:14]=2)=[C:17]2[CH:18]=[C:19]([I:25])[C:20](=[O:24])[C:21]([I:23])=[CH:22]2)[C:4]([C:26]([O-:28])=[O:27])=[CH:3][CH:2]=1.[Na+:29].[Na+:29].[CH2:46]([O:48][C:49]([N:51]1[CH2:52][CH2:53][N:54]([C:40](=[O:42])[C@H:38]([CH2:37][C:36]2[CH:43]=[CH:44][CH:45]=[C:34]([N+:31]([O-:33])=[O:32])[CH:35]=2)[NH2:39])[CH2:55][CH2:56]1)=[O:50])[CH3:47] |f:0.1.2.3,8.9.10.11|. Procedure details: TIPPS-3-nitro-(L)-phenylalanine (210 g; 0.44 mmol; 76% purity), ethyloxycarbonylpiperazine (69.7 g; 0.44 mmol) and 1-hydroxybenzotriazole (101 g; 660 mmol) were dissolved in 650 ml of DMF and cooled to 10° C. A solution of dicyclohexylcarbodiimide (100 g; 0.484 mmol) in 216 ml of DMF was added dropwise over a period of 2 h and the reaction solution was stirred at RT overnight. After evaporating the solvent, the residue was dissolved in 436 ml of MTBE, the precipitate was filtered off, and the or... Starting materials: OCC1=CC=C(C=C1)C(C)=O (1-(4-hydroxymethyl-phenyl)-ethanone), [Br-].[Br-].[Br-].C(CCC)[N+](CCCC)(CCCC)CCCC.C(CCC)[N+](CCCC)(CCCC)CCCC.C(CCC)[N+](CCCC)(CCCC)CCCC (tetrabutylammonium-tribromide). Solvent: CO.C1CCOC1 (MeOH THF), C1CCOC1 (THF). Run at time 1 hour. The product is BrCC(=O)C1=CC=C(C=C1)CO (2-Bromo-1-(4-hydroxymethyl-phenyl)-ethanone). RXN SMILES: [OH:1][CH2:2][C:3]1[CH:8]=[CH:7][C:6]([C:9](=[O:11])[CH3:10])=[CH:5][CH:4]=1.[Br-:12].[Br-].[Br-].C([N+](CCCC)(CCCC)CCCC)CCC.C([N+](CCCC)(CCCC)CCCC)CCC.C([N+](CCCC)(CCCC)CCCC)CCC>C1COCC1.CO.C1COCC1>[Br:12][CH2:10][C:9]([C:6]1[CH:7]=[CH:8][C:3]([CH2:2][OH:1])=[CH:4][CH:5]=1)=[O:11] |f:1.2.3.4.5.6,8.9|. Procedure details: To 7.00 g (46.6 mmol) 1-(4-hydroxymethyl-phenyl)-ethanone in 100 mL THF is added 22.5 g (46.6 mmol) tetrabutylammonium-tribromide dissolved in MeOH/THF. The reaction mixture is stirred 1 h at RT and the solvent is evaporated. The residue is dissolved with water and tertbutylmethylether. The organic phase is washed eight times with water. The combined organic phase is dried over MgSO4, filtered and the solvent is evaporated. The residue is elutriated with diisopropylether and the precipitate is c... Starting materials: NC=1C=CC(=C(C1)[C@]1(N=C(OCC1(F)F)N)C)F ((R)-4-(5-amino-2-fluoro-phenyl)-5,5-difluoro-4-methyl-5,6-dihydro-4H-[1,3]oxazin-2-ylamine), FC(OC=1C=CC(=NC1)C(=O)O)F (5-difluoromethoxy-pyridine-2-carboxylic acid). Product: NC=1OCC([C@@](N1)(C)C=1C=C(C=CC1F)NC(=O)C1=NC=C(C=C1)OC(F)F)(F)F (5-Difluoromethoxy-pyridine-2-carboxylic acid [3-((R)-2-amino-5,5-difluoro-4-methyl-5,6-dihydro-4H-[1,3]oxazin-4-yl)-4-fluoro-phenyl]-amide). Reaction SMILES: [NH2:1][C:2]1[CH:3]=[CH:4][C:5]([F:18])=[C:6]([C@:8]2([CH3:17])[C:13]([F:15])([F:14])[CH2:12][O:11][C:10]([NH2:16])=[N:9]2)[CH:7]=1.[F:19][CH:20]([F:31])[O:21][C:22]1[CH:23]=[CH:24][C:25]([C:28](O)=[O:29])=[N:26][CH:27]=1>>[NH2:16][C:10]1[O:11][CH2:12][C:13]([F:14])([F:15])[C@:8]([C:6]2[CH:7]=[C:2]([NH:1][C:28]([C:25]3[CH:24]=[CH:23][C:22]([O:21][CH:20]([F:31])[F:19])=[CH:27][N:26]=3)=[O:29])[CH:3]=[CH:4][C:5]=2[F:18])([CH3:17])[N:9]=1. Reported procedure: The condensation of (R)-4-(5-amino-2-fluoro-phenyl)-5,5-difluoro-4-methyl-5,6-dihydro-4H-[1,3]oxazin-2-ylamine (intermediate XI-1) and 5-difluoromethoxy-pyridine-2-carboxylic acid (CAS1174323-34-2, WO2009091016) following procedure I yielded the title compound as a white solid. MS (ISP): m/z=431.3 [M+H]+. Starting materials: C(C)(=O)C1=C(C=C(C=C1OC)C1=CC=C(C(=O)N2CCN(CC2)CCCN2CCN(CC2)C(C2=CC=C(C=C2)C2=CC(=C(C(=C2)OC)C(C)=O)OC)=O)C=C1)OC (1,3-bis[4-[4-(4-acetyl-3,5-dimethoxyphenyl) benzoyl]-1-piperazinyl]propane), C(C)(=O)OCC (ethyl acetate), Cl (hydrogen chloride). Run in C(Cl)(Cl)Cl (chloroform). The product is Cl.Cl.C(C)(=O)C1=C(C=C(C=C1OC)C1=CC=C(C(=O)N2CCN(CC2)CCCN2CCN(CC2)C(C2=CC=C(C=C2)C2=CC(=C(C(=C2)OC)C(C)=O)OC)=O)C=C1)OC (1,3-bis[4-[4-(4-acetyl-3,5-dimethoxyphenyl)benzoyl]-1-piperazinyl]propane dihydrochloride). Isolated yield 47.0%. As a reaction SMILES: [C:1]([C:4]1[C:9]([O:10][CH3:11])=[CH:8][C:7]([C:12]2[CH:55]=[CH:54][C:15]([C:16]([N:18]3[CH2:23][CH2:22][N:21]([CH2:24][CH2:25][CH2:26][N:27]4[CH2:32][CH2:31][N:30]([C:33](=[O:53])[C:34]5[CH:39]=[CH:38][C:37]([C:40]6[CH:45]=[C:44]([O:46][CH3:47])[C:43]([C:48](=[O:50])[CH3:49])=[C:42]([O:51][CH3:52])[CH:41]=6)=[CH:36][CH:35]=5)[CH2:29][CH2:28]4)[CH2:20][CH2:19]3)=[O:17])=[CH:14][CH:13]=2)=[CH:6][C:5]=1[O:56][CH3:57])(=[O:3])[CH3:2].C(OCC)(=O)C.[ClH:64]>C(Cl)(Cl)Cl>[ClH:64].[ClH:64].[C:48]([C:43]1[C:44]([O:46][CH3:47])=[CH:45][C:40]([C:37]2[CH:36]=[CH:35][C:34]([C:33]([N:30]3[CH2:31][CH2:32][N:27]([CH2:26][CH2:25][CH2:24][N:21]4[CH2:22][CH2:23][N:18]([C:16](=[O:17])[C:15]5[CH:14]=[CH:13][C:12]([C:7]6[CH:8]=[C:9]([O:10][CH3:11])[C:4]([C:1](=[O:3])[CH3:2])=[C:5]([O:56][CH3:57])[CH:6]=6)=[CH:55][CH:54]=5)[CH2:19][CH2:20]4)[CH2:28][CH2:29]3)=[O:53])=[CH:39][CH:38]=2)=[CH:41][C:42]=1[O:51][CH3:52])(=[O:50])[CH3:49] |f:4.5.6|. Procedure details: To a solution of 78.0 mg (0.1 mmol) of 1,3-bis[4-[4-(4-acetyl-3,5-dimethoxyphenyl) benzoyl]-1-piperazinyl]propane in chloroform (3.0 mL) was added 0.063 mL (0.25 mmol) of a 4.0 mol/L ethyl acetate solution of hydrogen chloride, and the mixture was concentrated under reduced pressure. The residue was crystallized from chloroform-diethyl ether to afford 40.0 mg of 1,3-bis[4-[4-(4-acetyl-3,5-dimethoxyphenyl)benzoyl]-1-piperazinyl]propane dihydrochloride as a pale brown crystalline powder (yield: 47... RXN SMILES: [C:27]([CH3:28])([CH3:29])([CH3:30])[Si:31]([CH3:32])([CH3:33])[Cl:34].[CH3:40][N:41]([CH3:42])[CH:43]=[O:44].[CH3:45][CH2:46][O:47][C:48](=[O:49])[CH3:50].[F:1][c:2]1[cH:3][cH:4][c:5]([CH:8]([CH2:9][CH2:10][CH2:11][C:12](=[O:13])[N:14]2[C:15](=[O:25])[O:16][CH2:17][CH:18]2[c:19]2[cH:20][cH:21][cH:22][cH:23][cH:24]2)[OH:26])[cH:6][cH:7]1.[nH:35]1[cH:36][cH:37][n:38][cH:39]1>>[F:1][c:2]1[cH:3][cH:4][c:5]([CH:8]([CH2:9][CH2:10][CH2:11][C:12](=[O:13])[N:14]2[C:15](=[O:25])[O:16][CH2:17][CH:18]2[c:19]2[cH:20][cH:21][cH:22][cH:23][cH:24]2)[O:26][Si:31]([C:27]([CH3:28])([CH3:29])[CH3:30])([CH3:32])[CH3:33])[cH:6][cH:7]1. The reactants are CC(C)(C)[Si](C)(C)Cl, CN(C)C=O, CCOC(C)=O, O=C(CCCC(O)c1ccc(F)cc1)N1C(=O)OCC1c1ccccc1, c1c[nH]cn1. Product: CC(C)(C)[Si](C)(C)OC(CCCC(=O)N1C(=O)OCC1c1ccccc1)c1ccc(F)cc1. Starting materials: C1(=C(C=CC=C1)C(CCCO)C1=C(C=CC=C1)C)C (4,4-di-(2-tolyl)-1-butanol), C(C)(=O)O (acetic acid). Yields the product C(C)(=O)OCCCC(C1=C(C=CC=C1)C)C1=C(C=CC=C1)C (4,4-di-(2-tolyl)-1-butyl acetate). Reaction SMILES: [C:1]1([CH3:19])[CH:6]=[CH:5][CH:4]=[CH:3][C:2]=1[CH:7]([C:12]1[CH:17]=[CH:16][CH:15]=[CH:14][C:13]=1[CH3:18])[CH2:8][CH2:9][CH2:10][OH:11].[C:20](O)(=[O:22])[CH3:21]>>[C:20]([O:11][CH2:10][CH2:9][CH2:8][CH:7]([C:12]1[CH:17]=[CH:16][CH:15]=[CH:14][C:13]=1[CH3:18])[C:2]1[CH:3]=[CH:4][CH:5]=[CH:6][C:1]=1[CH3:19])(=[O:22])[CH3:21]. Procedure: The crude 2,2-di-(2-tolyl)-tetrahydrofuran 33a (28 g) was dissolved in acetic acid (250 mL). 5% palladium on Carbon black (3 g) was added and the mixture was hydrogenated in a Parr apparatus at 3 ato at 55° C. for 5 hrs. The catalyst was filtered off and the solvent was evaporated in vacuo. The remaining oil was subjected to CC (n-heptane/ethyl acetate--15:1) to give 4,4-di-(2-tolyl)-1-butanol (17 g). A solution of 4,4-di-(2-tolyl)-1-butanol (19 g) in acetic acid (400 mL) was boiled under reflux... Reactants: Brc1cccnc1, c1ccc(CN2CC3CCNCC32)cc1, Cc1ccc(S(=O)(=O)O)cc1, CC(C)(C)[O-], [Na+]. Product: c1ccc(CN2CC3CCN(c4cccnc4)CC32)cc1. As a reaction SMILES: [Br:27][c:28]1[cH:29][n:30][cH:31][cH:32][cH:33]1.[CH2:12]([c:13]1[cH:14][cH:15][cH:16][cH:17][cH:18]1)[N:19]1[CH2:20][CH:21]2[CH2:22][CH2:23][NH:24][CH2:25][CH:26]12.[CH3:1][c:2]1[cH:3][cH:4][c:5]([S:6]([OH:7])(=[O:8])=[O:9])[cH:10][cH:11]1.[CH3:34][C:35]([CH3:36])([O-:37])[CH3:38].[Na+:39]>>[CH2:12]([c:13]1[cH:14][cH:15][cH:16][cH:17][cH:18]1)[N:19]1[CH2:20][CH:21]2[CH2:22][CH2:23][N:24]([c:28]3[cH:29][n:30][cH:31][cH:32][cH:33]3)[CH2:25][CH:26]12. Starting materials: CS(C)=O, COc1ccc2c(Cl)cc(-n3ccc(C(F)(F)F)n3)nc2c1Cl, O. The product is COc1ccc2c(O)cc(-n3ccc(C(F)(F)F)n3)nc2c1Cl. As a reaction SMILES: [CH3:25][S:26]([CH3:27])=[O:28].[Cl:1][c:2]1[cH:3][c:4](-[n:15]2[n:16][c:17]([C:20]([F:21])([F:22])[F:23])[cH:18][cH:19]2)[n:5][c:6]2[c:7]([Cl:14])[c:8]([O:12][CH3:13])[cH:9][cH:10][c:11]12.[OH2:24]>>[c:2]1([OH:24])[cH:3][c:4](-[n:15]2[n:16][c:17]([C:20]([F:21])([F:22])[F:23])[cH:18][cH:19]2)[n:5][c:6]2[c:7]([Cl:14])[c:8]([O:12][CH3:13])[cH:9][cH:10][c:11]12. Reaction SMILES: Cl.Br.N[C:4]1[C:5]([CH:18]([CH3:20])[CH3:19])=[C:6]([S:14]([NH2:17])(=[O:16])=[O:15])[CH:7]=[C:8]([CH:11]([CH3:13])[CH3:12])[C:9]=1[Br:10].[Br:21]C1C(C(C)C)=CC(S(N)(=O)=O)=C(C(C)C)C=1C#N>>[Br:21][C:4]1[C:5]([CH:18]([CH3:20])[CH3:19])=[C:6]([S:14]([NH2:17])(=[O:16])=[O:15])[CH:7]=[C:8]([CH:11]([CH3:13])[CH3:12])[C:9]=1[Br:10]. The product is BrC=1C(=C(C=C(C1Br)C(C)C)S(=O)(=O)N)C(C)C (3,4-Dibromo-2,5-diisopropylbenzenesulfonamide). The reactants are Cl (hydrochloric acid), cuprous bromide, NC=1C(=C(C=C(C1Br)C(C)C)S(=O)(=O)N)C(C)C (3-amino-4-bromo-2,5-diisopropylbenzenesulfonamide), Br (hydrobromic acid), cuprous cyanide, BrC1=C(C(=C(C=C1C(C)C)S(=O)(=O)N)C(C)C)C#N (4-bromo-3-cyano-2,5-diisopropylbenzenesulfonamide). Reported procedure: If hydrochloric acid is substituted for hydrobromic acid and cuprous cyanide for cuprous bromide, the 3-amino-4-bromo-2,5-diisopropylbenzenesulfonamide may be converted to 4-bromo-3-cyano-2,5-diisopropylbenzenesulfonamide.